From a dataset of the Open Reaction Database (ORD), a public repository of structured organic reaction records. describe an organic reaction: reactants, conditions, products, and yield Reactants: C(C1=CC=CC=C1)Br (benzylbromide), C1(CCCCC1)NC1CCCCC1 (dicyclohexylamine), NC(C(=O)O)(CCCNC(=O)OCC1=CC=CC=C1)C(F)F (2-amino-5-benzyloxycarbonylamino-2-difluoromethylpentanoic acid), C(C)(C)(C)OC(=O)N=[N+]=[N-] (tert-butoxycarbonylazide), C(C)(C)(C)OC(=O)NN (tert-butoxycarbonylhydrazine). Run in [OH-].[Na+] (sodium hydroxide), CN(C=O)C (dimethylformamide), [OH-].[Na+] (sodium hydroxide). Conditions: time 8 hour. Product: NCCCC(C(=O)O)(C(F)F)NC(C(C)N)=O (5-amino-2-(2-aminopropionylamino)-2-difluoromethylpentanoic acid). Reaction SMILES: [NH2:1][C:2]([CH:20]([F:22])[F:21])([CH2:6][CH2:7][CH2:8][NH:9]C(OCC1C=CC=CC=1)=O)[C:3]([OH:5])=[O:4].C([O:27]C(N=[N+]=[N-])=O)(C)(C)C.C(OC(NN)=O)(C)(C)C.C(Br)C1C=CC=CC=1.[CH:50]1([NH:56]C2CCCCC2)[CH2:55]CCC[CH2:51]1>[OH-].[Na+].CN(C)C=O>[NH2:9][CH2:8][CH2:7][CH2:6][C:2]([NH:1][C:51](=[O:27])[CH:50]([NH2:56])[CH3:55])([CH:20]([F:21])[F:22])[C:3]([OH:5])=[O:4] |f:5.6|. Procedure details: To a solution of 3.2 g of 2-amino-5-benzyloxycarbonylamino-2-difluoromethylpentanoic acid in 10 ml of 1M aqueous sodium hydroxide is added at 0° C. simultaneously a solution of tert-butoxycarbonylazide, prepared from 3 g of tert-butoxycarbonylhydrazine, and a solution of 5.5 ml of 2M aqueous sodium hydroxide. The reaction mixture is stirred overnight then extracted twice with 50 ml of ether. The alkaline aqueous solution is then adjusted to a pH of 2 with hydrochloric acid and extracted with eth... Reactants: CC(C)CC(C)(N=C=S)N=NC(C)(C)C, CCCCN, CCCCC. Yields the product CCCCNC(=S)NC(C)(CC(C)C)N=NC(C)(C)C. As a reaction SMILES: [C:1]([CH3:2])([CH3:3])([CH3:4])[N:5]=[N:6][C:7]([CH3:8])([CH2:9][CH:10]([CH3:11])[CH3:12])[N:13]=[C:14]=[S:15].[CH2:16]([CH2:17][CH2:18][CH3:19])[NH2:20].[CH3:21][CH2:22][CH2:23][CH2:24][CH3:25]>>[C:1]([CH3:2])([CH3:3])([CH3:4])[N:5]=[N:6][C:7]([CH3:8])([CH2:9][CH:10]([CH3:11])[CH3:12])[NH:13][C:14](=[S:15])[NH:20][CH2:16][CH2:17][CH2:18][CH3:19].